This data is from the Open Reaction Database (ORD), a public repository of structured organic reaction records. The task is: describe an organic reaction: reactants, conditions, products, and yield Yields the product C(C1=CC=CC=C1)(=O)C=1C=CC=C2C(=CNC12)CCC(=O)O (7-Benzoyl-1H-indole-3-propanoic acid). Reaction SMILES: [C:1]([C:9]1[CH:10]=[CH:11][CH:12]=[C:13]2[C:17]=1[NH:16][CH:15]=[C:14]2[CH2:18][CH:19](C(O)=O)[C:20]([OH:22])=[O:21])(=[O:8])[C:2]1[CH:7]=[CH:6][CH:5]=[CH:4][CH:3]=1.C(=O)=O>>[C:1]([C:9]1[CH:10]=[CH:11][CH:12]=[C:13]2[C:17]=1[NH:16][CH:15]=[C:14]2[CH2:18][CH2:19][C:20]([OH:22])=[O:21])(=[O:8])[C:2]1[CH:7]=[CH:6][CH:5]=[CH:4][CH:3]=1. The yield is 100.0%. Reported procedure: A 2.4 g (0.07 mole) sample of 2-[(7-benzoyl-1H-indol-3-yl)methyl]propanedioic acid was heated at 190° C. under vacuum until carbon dioxide evolution ceased (1/2 hr). The syrup was cooled to give 2.1 g (100%) of a yellow solid, m.p. 166.5°-168.5° C. Reactants: C(C1=CC=CC=C1)(=O)C=1C=CC=C2C(=CNC12)CC(C(=O)O)C(=O)O (2-[(7-benzoyl-1H-indol-3-yl)methyl]propanedioic acid), C(=O)=O (carbon dioxide).